This data is from the Open Reaction Database (ORD), a public repository of structured organic reaction records. The task is: describe an organic reaction: reactants, conditions, products, and yield Starting materials: BrP(Br)(c1ccccc1)(c1ccccc1)c1ccccc1, CC#N, CN1CCCC(CO)C1, c1ccncc1. The product is CN1CCCC(CBr)C1. As a reaction SMILES: [Br:16][P:17]([Br:18])([c:19]1[cH:20][cH:21][cH:22][cH:23][cH:24]1)([c:25]1[cH:26][cH:27][cH:28][cH:29][cH:30]1)[c:31]1[cH:32][cH:33][cH:34][cH:35][cH:36]1.[CH3:37][C:38]#[N:39].[OH:1][CH2:2][CH:3]1[CH2:4][N:5]([CH3:9])[CH2:6][CH2:7][CH2:8]1.[cH:10]1[cH:11][cH:12][n:13][cH:14][cH:15]1>>[CH2:2]([CH:3]1[CH2:4][N:5]([CH3:9])[CH2:6][CH2:7][CH2:8]1)[Br:16]. Starting materials: CO, Fc1ccc2[nH]c3c(c2c1)CCC1(C3)OCCO1. Yields the product O=C1CCc2c([nH]c3ccc(F)cc23)C1. As a reaction SMILES: [CH3:19][OH:20].[F:1][c:2]1[cH:3][c:4]2[c:5]3[c:10]([nH:11][c:12]2[cH:13][cH:14]1)[CH2:9][C:8]1([CH2:7][CH2:6]3)[O:15][CH2:18][CH2:17][O:16]1>>[F:1][c:2]1[cH:3][c:4]2[c:5]3[c:10]([nH:11][c:12]2[cH:13][cH:14]1)[CH2:9][C:8](=[O:15])[CH2:7][CH2:6]3. Reactants: [C@@H]1([C@H](O)[C@@H](O)[C@@H](O)[C@H](O1)CO)O[C@@H]([C@@H]([C@H](C=O)O)O)CO (4-O-β-D-galactopyranosyl-D-xylose), O([C@H]1[C@H](O)[C@@H](O)[C@@H](O)[C@H](O1)CO)C1=C(C=CC=C1)[N+](=O)[O-] (o-nitrophenyl β-D-galactopyranoside), O=C[C@H](O)[C@@H](O)[C@H](O)CO (D-xylose), OP(=O)(O)[O-].[K+].OP(=O)([O-])[O-].[K+].[K+] (KH2PO4 K2HPO4), O([C@H]1[C@H](O)[C@@H](O)[C@@H](O)[C@H](O1)CO)C1=C(C=CC=C1)[N+](=O)[O-] (o-nitrophenyl β-D-galactopyranoside), [Mg+2].[Cl-].[Cl-] (MgCl2), SC(C)O (mercaptoethanol). Run in O (water). Reaction conditions: temperature 100 celsius. The product is [N+](=O)([O-])C1=C(C=CC=C1)O (ortho-nitrophenol). Yield: 19.0%. As a reaction SMILES: [C@@H]1(O[C@H](CO)[C@H](O)[C@@H](O)C=O)O[C@H](CO)[C@H](O)[C@H](O)[C@H]1O.[O:22]([C:34]1[CH:39]=[CH:38][CH:37]=[CH:36][C:35]=1[N+:40]([O-:42])=[O:41])[C@@H]1O[C@H](CO)[C@H](O)[C@H](O)[C@H]1O.O=C[C@@H]([C@H]([C@@H](CO)O)O)O.OP([O-])(O)=O.[K+].OP([O-])([O-])=O.[K+].[K+].[Mg+2].[Cl-].[Cl-].SC(O)C>O>[N+:40]([C:35]1[CH:36]=[CH:37][CH:38]=[CH:39][C:34]=1[OH:22])([O-:42])=[O:41] |f:3.4.5.6.7,8.9.10|. Procedure details: In order to synthesize 4-O-β-D-galactopyranosyl-D-xylose, 5 g of o-nitrophenyl β-D-galactopyranoside (Gal-ONP) and 25 g of D-xylose were dissolved in 330 ml of water buffered to a pH of 7 (0.05 M KH2PO4/K2HPO4, 1 mM MgCl2, 5 mM mercaptoethanol), 2 mg (640 u) of E. coli β-galactosidase enzyme were added and the solution thus obtained was subjected to incubation at 37° C. in an orbital stirrer until the Gal-ONP was practically consumed (approximately 2 hours). Following the methodology put forth i... Reactants: C(C(=O)Cl)(=O)Cl (oxalyl chloride), ClC1=CC=C2C=CNC2=C1 (6-chloro-1H-indole). Solvent: C(C)OCC (diethyl ether), C(C)OCC (diethyl ether). Run at time 16 hour. The product is ClC1=CC=C2C(=CNC2=C1)C(C(=O)Cl)=O (2-(6-chloro-1H-indol-3-yl)-2-oxoacetyl chloride), material. Reaction SMILES: [Cl:1][C:2]1[CH:10]=[C:9]2[C:5]([CH:6]=[CH:7][NH:8]2)=[CH:4][CH:3]=1.[C:11](Cl)(=[O:15])[C:12]([Cl:14])=[O:13]>C(OCC)C>[Cl:1][C:2]1[CH:10]=[C:9]2[C:5]([C:6]([C:11](=[O:15])[C:12]([Cl:14])=[O:13])=[CH:7][NH:8]2)=[CH:4][CH:3]=1. Reported procedure: A solution of 6-chloro-1H-indole (15 g) in diethyl ether (300 mL) was cooled to 0° C. and treated with a solution of oxalyl chloride (9.4 mL) in diethyl ether (30 mL). The mixture was stirred for 16 hours at room temperature. Filtration gave 2-(6-chloro-1H-indol-3-yl)-2-oxoacetyl chloride as a crystalline material (15.5 g). A part of this product (2.5 g) was dissolved in dry tetrahydrofuran (25 mL) and added dropwise to a solution of 1-(1H-indol-4-yl)piperazine (1.4 g) and triethylamine (15 mL) ... Reactants: C(C=C)(=O)OCC12CC3(CC(CC(C1)C3)C2)O (1-acryloyloxymethyl-3-adamantanol), CC12CC3(CC(CC(C1)C3)(C2)O)C (1,3-dimethyl-5-hydroxyadamantane). The product is CC12CC3(CC(CC(C1)C3)(C2)OC(C=C)=O)C (1,3-dimethyl-5-acryloyloxyadamantane). The yield is 96.0%. RXN SMILES: [C:1](OCC12CC3CC(CC(O)(C3)C1)C2)(=[O:4])[CH:2]=[CH2:3].[CH3:18][C:19]12[CH2:28][C:23]3([OH:29])[CH2:24][CH:25]([CH2:27][C:21]([CH3:30])([CH2:22]3)[CH2:20]1)[CH2:26]2>>[CH3:18][C:19]12[CH2:28][C:23]3([O:29][C:1](=[O:4])[CH:2]=[CH2:3])[CH2:24][CH:25]([CH2:27][C:21]([CH3:30])([CH2:22]3)[CH2:20]1)[CH2:26]2. Procedure: The reaction was conducted in the same manner as said (2) except that 1,3-dimethyl-5-hydroxyadamantane was used instead of the 1,3-dimethyl-5,7-dihydroxyadamantane, and, as a result, a 1,3-dimethyl-5-acryloyloxyadamantane (yield: 96%, colorless liquid) was produced. Starting materials: S(N)(=O)(=O)OCCOS(N)(=O)=O (1,2-bis-O-sulfamyl-1,2-ethanediol), C(CCCO)O (1,4-butanediol), alkanediol. The product is S(N)(=O)(=O)OCCCCOS(N)(=O)=O (1,4-Bis-O-sulfamyl-1,4-butanediol). As a reaction SMILES: S(O[CH2:6][CH2:7][O:8][S:9](=[O:12])(=[O:11])[NH2:10])(=O)(=O)N.[CH2:13]([OH:18])[CH2:14]CCO>>[S:9]([O:18][CH2:13][CH2:14][CH2:6][CH2:7][O:8][S:9](=[O:11])(=[O:12])[NH2:10])(=[O:11])(=[O:8])[NH2:10]. Procedure: 1,4-Bis-O-sulfamyl-1,4-butanediol is prepared in the same manner as 1,2-bis-O-sulfamyl-1,2-ethanediol in Example 1 except that 1,4-butanediol (34.6 g., 0.385 mol.) is employed as the alkanediol.